This data is from the Open Reaction Database (ORD), a public repository of structured organic reaction records. The task is: describe an organic reaction: reactants, conditions, products, and yield Reactants: CN(C)c1cccc(N(CC(=O)O)S(=O)(=O)c2ccc(C(C)(C)C)cc2)c1, CCNCC. The product is CCN(CC)C(=O)CN(c1cccc(N(C)C)c1)S(=O)(=O)c1ccc(C(C)(C)C)cc1. Reaction SMILES: [C:1]([CH3:2])([CH3:3])([CH3:4])[c:5]1[cH:6][cH:7][c:8]([S:11](=[O:12])(=[O:13])[N:14]([c:15]2[cH:16][c:17]([N:21]([CH3:22])[CH3:23])[cH:18][cH:19][cH:20]2)[CH2:24][C:25](=[O:26])[OH:27])[cH:9][cH:10]1.[CH2:28]([CH3:29])[NH:30][CH2:31][CH3:32]>>[C:1]([CH3:2])([CH3:3])([CH3:4])[c:5]1[cH:6][cH:7][c:8]([S:11](=[O:12])(=[O:13])[N:14]([c:15]2[cH:16][c:17]([N:21]([CH3:22])[CH3:23])[cH:18][cH:19][cH:20]2)[CH2:24][C:25](=[O:27])[N:30]([CH2:28][CH3:29])[CH2:31][CH3:32])[cH:9][cH:10]1. Reactants: C(N)(=O)C1=C(NC=[N+]1CC1=CC=C(C=C1)[N+](=O)[O-])[O-] (5-carbamoyl-1-(4-nitrobenzyl)imidazolium-4-olate), C(C)(=O)N[C@H]1[C@H](O[C@@H]([C@H]([C@@H]1OC(C)=O)OC(C)=O)COC(C)=O)Cl (2-acetamido-3,4,6-tri-O-acetyl-2-deoxy-α-D-glucopyranosyl chloride). The product is [N+](=O)([O-])C1=CC=C(CN2C=NC(=C2C(=O)N)O[C@H]2[C@@H]([C@@H](OC(C)=O)[C@H](OC(C)=O)[C@H](O2)COC(C)=O)NC(C)=O)C=C1 (1-(4-nitrobenzyl)-4-(2-acetamido-3,4,6-tri-O-acetyl-2-deoxy-β-D-glucopyranosyl)oxy-1H-imidazole-5-carboxamide). The yield is 33.8%. RXN SMILES: [C:1]([C:4]1[N+:8]([CH2:9][C:10]2[CH:15]=[CH:14][C:13]([N+:16]([O-:18])=[O:17])=[CH:12][CH:11]=2)=[CH:7][NH:6][C:5]=1[O-:19])(=[O:3])[NH2:2].[C:20]([NH:23][C@@H:24]1[C@@H:29]([O:30][C:31](=[O:33])[CH3:32])[C@H:28]([O:34][C:35](=[O:37])[CH3:36])[C@@H:27]([CH2:38][O:39][C:40](=[O:42])[CH3:41])[O:26][C@@H:25]1Cl)(=[O:22])[CH3:21]>>[N+:16]([C:13]1[CH:12]=[CH:11][C:10]([CH2:9][N:8]2[C:4]([C:1]([NH2:2])=[O:3])=[C:5]([O:19][C@@H:25]3[O:26][C@H:27]([CH2:38][O:39][C:40](=[O:42])[CH3:41])[C@@H:28]([O:34][C:35](=[O:37])[CH3:36])[C@H:29]([O:30][C:31](=[O:33])[CH3:32])[C@H:24]3[NH:23][C:20](=[O:22])[CH3:21])[N:6]=[CH:7]2)=[CH:15][CH:14]=1)([O-:18])=[O:17]. Procedure details: Following a procedure similar to that of Example 1 but using 1.311 g of 5-carbamoyl-1-(4-nitrobenzyl)imidazolium-4-olate and 3.658 g of 2-acetamido-3,4,6-tri-O-acetyl-2-deoxy-α-D-glucopyranosyl chloride there was obtained 1.0 g of 1-(4-nitrobenzyl)-4-(2-acetamido-3,4,6-tri-O-acetyl-2-deoxy-β-D-glucopyranosyl)oxy-1H-imidazole-5-carboxamide. Starting materials: S(=O)(Cl)Cl (thionyl chloride), BrC=1SC=CC1C(=O)O (2-bromothiophene-3-carboxylic acid). The solvent is C1(=CC=CC=C1)C (toluene). Yields the product BrC=1SC=CC1C(=O)Cl (2-bromothiophene-3-carbonyl chloride). The yield is 100.0%. Reaction SMILES: S(Cl)([Cl:3])=O.[Br:5][C:6]1[S:7][CH:8]=[CH:9][C:10]=1[C:11]([OH:13])=O>C1(C)C=CC=CC=1>[Br:5][C:6]1[S:7][CH:8]=[CH:9][C:10]=1[C:11]([Cl:3])=[O:13]. Procedure details: Add thionyl chloride (0.35 mL, 4.80 mmol) to a solution of 2-bromothiophene-3-carboxylic acid (500 mg, 2.41 mmol) and toluene (20 mL) with stirring. Purge the reaction vessel with nitrogen. Heat the mixture to reflux and stir for 3 hours. Concentrate the mixture to obtain the title compound (540 mg, 2.41 mmol). Use compound in next procedure without further purification. Starting materials: c1ccc2c(c1)CCNCC2, CCN(C(C)C)C(C)C, CN(C)C=O, Cc1cnc(Cl)c([N+](=O)[O-])c1, Cl. Product: Cc1cnc(N2CCc3ccccc3CC2)c([N+](=O)[O-])c1. RXN SMILES: [CH2:13]1[CH2:14][NH:15][CH2:16][CH2:17][c:18]2[c:19]1[cH:20][cH:21][cH:22][cH:23]2.[CH2:24]([N:25]([CH:26]([CH3:27])[CH3:28])[CH:29]([CH3:30])[CH3:31])[CH3:32].[CH3:33][N:34]([CH3:35])[CH:36]=[O:37].[Cl:1][c:2]1[n:3][cH:4][c:5]([CH3:11])[cH:6][c:7]1[N+:8](=[O:9])[O-:10].[ClH:12]>>[c:2]1([N:15]2[CH2:14][CH2:13][c:19]3[c:18]([cH:23][cH:22][cH:21][cH:20]3)[CH2:17][CH2:16]2)[n:3][cH:4][c:5]([CH3:11])[cH:6][c:7]1[N+:8](=[O:9])[O-:10].